This data is from the Open Reaction Database (ORD), a public repository of structured organic reaction records. The task is: describe an organic reaction: reactants, conditions, products, and yield Reactants: ClC1=CC2=C(C=N1)C(=NN2C(C2=CC=CC=C2)(C2=CC=CC=C2)C2=CC=CC=C2)NCC2=CC=C(C=C2)OC (6-chloro-N-(4-methoxybenzyl)-1-trityl-1H-pyrazolo[4,3-c]pyridin-3-amine), [Li+].C[Si](C)(C)[N-][Si](C)(C)C (LiHMDS), O (H2O), COC1=CC=C(C=C1)CBr (PMBBr). Solvent: C1CCOC1 (THF). Conditions: time 15 minute. The product is ClC1=CC2=C(C=N1)C(=NN2C(C2=CC=CC=C2)(C2=CC=CC=C2)C2=CC=CC=C2)N(CC2=CC=C(C=C2)OC)CC2=CC=C(C=C2)OC (6-chloro-N,N-bis(4-methoxybenzyl)-1-trityl-1H-pyrazolo[4,3-c]pyridin-3-amine). The yield is 40.6%. As a reaction SMILES: [Cl:1][C:2]1[N:7]=[CH:6][C:5]2[C:8]([NH:30][CH2:31][C:32]3[CH:37]=[CH:36][C:35]([O:38][CH3:39])=[CH:34][CH:33]=3)=[N:9][N:10]([C:11]([C:24]3[CH:29]=[CH:28][CH:27]=[CH:26][CH:25]=3)([C:18]3[CH:23]=[CH:22][CH:21]=[CH:20][CH:19]=3)[C:12]3[CH:17]=[CH:16][CH:15]=[CH:14][CH:13]=3)[C:4]=2[CH:3]=1.[Li+].C[Si]([N-][Si](C)(C)C)(C)C.[CH3:50][O:51][C:52]1[CH:57]=[CH:56][C:55]([CH2:58]Br)=[CH:54][CH:53]=1.O>C1COCC1>[Cl:1][C:2]1[N:7]=[CH:6][C:5]2[C:8]([N:30]([CH2:58][C:55]3[CH:56]=[CH:57][C:52]([O:51][CH3:50])=[CH:53][CH:54]=3)[CH2:31][C:32]3[CH:33]=[CH:34][C:35]([O:38][CH3:39])=[CH:36][CH:37]=3)=[N:9][N:10]([C:11]([C:18]3[CH:23]=[CH:22][CH:21]=[CH:20][CH:19]=3)([C:24]3[CH:29]=[CH:28][CH:27]=[CH:26][CH:25]=3)[C:12]3[CH:13]=[CH:14][CH:15]=[CH:16][CH:17]=3)[C:4]=2[CH:3]=1 |f:1.2|. Reported procedure: At 0° C., to a solution of 6-chloro-N-(4-methoxybenzyl)-1-trityl-1H-pyrazolo[4,3-c]pyridin-3-amine (2.0 g, 3.78 mmol) in anhydrous THF (30 mL) was added LiHMDS (1.0 M solution in Toluene, 7.56 mL, 7.56 mmol) and the contents were stirred at the same temperature. After 15 min, PMBBr (0.92 g, 4.53 mmol) was added at the same temperature and the contents were allowed to warm to ambient temperature. After 3 h, H2O (10 mL) was added and stirred for 5 min. The organic contents were extracted with EtOA... The reactants are BrBr, CCOC(C)=O, CN(C)C=O, O=S(=O)(Nc1ccc(O)c2ccccc12)c1cccs1. Product: O=S(=O)(Nc1cc(Br)c(O)c2ccccc12)c1cccs1. RXN SMILES: [Br:21][Br:22].[CH3:28][CH2:29][O:30][C:31](=[O:32])[CH3:33].[O:23]=[CH:24][N:25]([CH3:26])[CH3:27].[OH:1][c:2]1[cH:3][cH:4][c:5]([NH:12][S:13](=[O:14])(=[O:15])[c:16]2[s:17][cH:18][cH:19][cH:20]2)[c:6]2[cH:7][cH:8][cH:9][cH:10][c:11]12>>[OH:1][c:2]1[c:3]([Br:21])[cH:4][c:5]([NH:12][S:13](=[O:14])(=[O:15])[c:16]2[s:17][cH:18][cH:19][cH:20]2)[c:6]2[cH:7][cH:8][cH:9][cH:10][c:11]12. Reactants: N#Cc1c[nH]c2ccc(CCNC(=O)c3ccc(-c4ccnc(Cl)n4)cc3)cc12, CS(C)=O, OC1CCNCC1. The product is N#Cc1c[nH]c2ccc(CCNC(=O)c3ccc(-c4ccnc(N5CCC(O)CC5)n4)cc3)cc12. RXN SMILES: [C:8](#[N:9])[c:10]1[cH:11][nH:12][c:13]2[cH:14][cH:15][c:16]([CH2:19][CH2:20][NH:21][C:22]([c:23]3[cH:24][cH:25][c:26](-[c:29]4[n:30][c:31]([Cl:35])[n:32][cH:33][cH:34]4)[cH:27][cH:28]3)=[O:36])[cH:17][c:18]12.[CH3:37][S:38]([CH3:39])=[O:40].[OH:1][CH:2]1[CH2:3][CH2:4][NH:5][CH2:6][CH2:7]1>>[OH:1][CH:2]1[CH2:3][CH2:4][N:5]([c:31]2[n:30][c:29](-[c:26]3[cH:25][cH:24][c:23]([C:22]([NH:21][CH2:20][CH2:19][c:16]4[cH:15][cH:14][c:13]5[nH:12][cH:11][c:10]([C:8]#[N:9])[c:18]5[cH:17]4)=[O:36])[cH:28][cH:27]3)[cH:34][cH:33][n:32]2)[CH2:6][CH2:7]1. Reactants: CN(CC(CC=O)c1ccc(Cl)c(Cl)c1)C(=O)OC(C)(C)C, Cl, Cl, Cl, Cl, CN(CC(CC=O)c1ccc(F)cc1)C(=O)OC(C)(C)C, C1CN(C2CNC2)CCS1, OC1CCN(C2CNC2)CC1. Yields the product CN(CC(CCN1CC(N2CCC(O)CC2)C1)c1ccc(Cl)c(Cl)c1)C(=O)OC(C)(C)C. RXN SMILES: [Cl:14][c:15]1[cH:16][c:17]([CH:22]([CH2:23][N:24]([C:25]([O:26][C:27]([CH3:28])([CH3:29])[CH3:30])=[O:31])[CH3:32])[CH2:33][CH:34]=[O:35])[cH:18][cH:19][c:20]1[Cl:21].[ClH:1].[ClH:2].[ClH:36].[ClH:37].[F:48][c:49]1[cH:50][cH:51][c:52]([CH:53]([CH2:54][CH:55]=[O:56])[CH2:57][N:58]([CH3:59])[C:60](=[O:61])[O:62][C:63]([CH3:64])([CH3:65])[CH3:66])[cH:67][cH:68]1.[NH:38]1[CH2:39][CH:40]([N:41]2[CH2:42][CH2:43][S:44][CH2:45][CH2:46]2)[CH2:47]1.[NH:3]1[CH2:4][CH:5]([N:7]2[CH2:8][CH2:9][CH:10]([OH:13])[CH2:11][CH2:12]2)[CH2:6]1>>[N:3]1([CH2:34][CH2:33][CH:22]([c:17]2[cH:16][c:15]([Cl:14])[c:20]([Cl:21])[cH:19][cH:18]2)[CH2:23][N:24]([C:25]([O:26][C:27]([CH3:28])([CH3:29])[CH3:30])=[O:31])[CH3:32])[CH2:4][CH:5]([N:7]2[CH2:8][CH2:9][CH:10]([OH:13])[CH2:11][CH2:12]2)[CH2:6]1.